From a dataset of the Open Reaction Database (ORD), a public repository of structured organic reaction records. describe an organic reaction: reactants, conditions, products, and yield As a reaction SMILES: Cl[C:2]1[CH:7]=[CH:6][C:5]([N+:8]([O-:10])=[O:9])=[CH:4][CH:3]=1.[NH2:11][C:12]1[CH:17]=[CH:16][CH:15]=[CH:14][CH:13]=1.[O-]P([O-])([O-])=O.[K+].[K+].[K+]>COCCOC.C1C=CC(/C=C/C(/C=C/C2C=CC=CC=2)=O)=CC=1.C1C=CC(/C=C/C(/C=C/C2C=CC=CC=2)=O)=CC=1.[Pd]>[CH:15]1[CH:16]=[CH:17][C:12]([NH:11][C:2]2[CH:7]=[CH:6][C:5]([N+:8]([O-:10])=[O:9])=[CH:4][CH:3]=2)=[CH:13][CH:14]=1 |f:2.3.4.5,7.8.9|. The yield is 93.4%. The solvent is COCCOC (DME). The reactants are ClC1=CC=C(C=C1)[N+](=O)[O-] (4-chloronitrobenzene), [O-]P(=O)([O-])[O-].[K+].[K+].[K+] (K3PO4), NC1=CC=CC=C1 (aniline), Ph5FcP(t-Bu)2. Procedure details: According to the general procedure B, 4-chloronitrobenzene (80 mg, 0.51 mmol) reacted with aniline (57 mg, 0.60 mmol) using 1 mol % of Pd(dba)2, 2 mol % of Ph5FcP(t-Bu)2, and K3PO4 (254 mg, 1.21 mmol) in DME at 100° C. to give the title compound (102 mg, 95%) as a yellow solid: 1H-NMR (400 MHz, CDCl3): δ 8.12 (d, 2H, J=7.2 Hz), 7.40 (t, 2H, J=7.2 and 8.8 Hz), 6.96 (d, 2H, J=7.2 Hz), 7.24-7.18 (m, 3H), 6.48 (bs, 1H). 13C{1H}-NMR (125 MHz, CDCl3): δ 150.26, 139.51, 139.44, 129.64, 126.18, 124.54, ... The reagents and catalysts are C=1C=CC(=CC1)/C=C/C(=O)/C=C/C2=CC=CC=C2.C=1C=CC(=CC1)/C=C/C(=O)/C=C/C2=CC=CC=C2.[Pd] (Pd(dba)2). Product: C1=CC=C(C=C1)NC2=CC=C(C=C2)[N+](=O)[O-] (4-nitro-diphenylamine). Starting materials: C(=O)([O-])[O-].[K+].[K+] (K2CO3), FC1=CC=C(CN2C(C=3C(=C4C=CC=NC4=C(C3C2=O)OCOC)O)=O)C=C1 (7-(4-Fluoro-benzyl)-5-hydroxy-9-methoxymethoxy-pyrrolo[3,4-g]quinoline-6,8-dione), C(C=C)Br (allyl bromide). Run in C(C)OC(C)=O (ethylacetate), CN(C=O)C (dimethylformamide). Run at time 8 hour. The product is C(C=C)OC1=C2C=CC=NC2=C(C2=C1C(N(C2=O)CC2=CC=C(C=C2)F)=O)OCOC (5-Allyloxy-7-(4-fluoro-benzyl)-9-methoxymethoxy-pyrrolo[3,4-g]quinoline-6,8-dione). As a reaction SMILES: [F:1][C:2]1[CH:28]=[CH:27][C:5]([CH2:6][N:7]2[C:19](=[O:20])[C:18]3[C:17]([O:21][CH2:22][O:23][CH3:24])=[C:16]4[C:11]([CH:12]=[CH:13][CH:14]=[N:15]4)=[C:10]([OH:25])[C:9]=3[C:8]2=[O:26])=[CH:4][CH:3]=1.C([O-])([O-])=O.[K+].[K+].[CH2:35](Br)[CH:36]=[CH2:37]>CN(C)C=O.C(OC(=O)C)C>[CH2:37]([O:25][C:10]1[C:9]2[C:8](=[O:26])[N:7]([CH2:6][C:5]3[CH:4]=[CH:3][C:2]([F:1])=[CH:28][CH:27]=3)[C:19](=[O:20])[C:18]=2[C:17]([O:21][CH2:22][O:23][CH3:24])=[C:16]2[C:11]=1[CH:12]=[CH:13][CH:14]=[N:15]2)[CH:36]=[CH2:35] |f:1.2.3|. Procedure details: Methoxymethyl ether 6 (0.0172 g, 0.045 mmol) was dissolved in 1.5 mL dry dimethylformamide (DMF). Ground K2CO3 (0.0186 g, 0.135 mmol) was added, followed by allyl bromide (0.0077 mL, 0.09 mmol). The mixture was stirred at room temperature overnight, then diluted with 100 mL of ethylacetate, washed with saturated NH4Cl solution, dried (MgSO4), and concentrated to give crude 10. The crude product 10 was chromatographed on silica gel, eluting with ethylacetate and hexanes to give white solid allyl,... Starting materials: [Na] (sodium), C(#N)N=C(OC1=CC=CC=C1)N1CCC(CC1)(C1=CC=CC=C1)CCN1C2CC(CC1CC2)N2C(=NC1=C2C=CC=C1)C (Phenyl N-cyano-4-{2-[3-(2-methyl-1H-benzimidazol-1-yl)-8-azabicyclo[3.2.1]oct-8-yl]ethyl}-4-phenylpiperidine-1-carboximidoate), C[O-].[Na+] (sodium methoxide). Reaction conditions: time 30 minute. Product: C(#N)N=C(OC)N1CCC(CC1)(C1=CC=CC=C1)CCN1C2CC(CC1CC2)N2C(=NC1=C2C=CC=C1)C (methyl N-cyano-4-{2-[3-(2-methyl-1H-benzimidazol-1-yl)-8-azabicyclo[3.2.1]oct-8-yl]ethyl}-4-phenylpiperidine-1-carboximidoate). Procedure details: To a stirred solution of phenyl N-cyano-4-{2-[3-(2-methyl-1H-benzimidazol-1-yl)-8-azabicyclo[3.2.1]oct-8-yl]ethyl}-4-phenylpiperidine-1-carboximidoate 6 (35 mg, 0.06 mmol) in THF (1 mL) was added sodium methoxide in methanol (100 μL, ˜0.8 M, freshly made from methanol and sodium). The resulting mixture was stirred at ambient temperature for 30 minutes before evaporation of the solvent. The crude product was then purified by flash chromatography on silical gel, eluting with a gradient of 0-15% me... The yield is 71.1%. As a reaction SMILES: [C:1]([N:3]=[C:4]([N:12]1[CH2:17][CH2:16][C:15]([CH2:24][CH2:25][N:26]2[CH:31]3[CH2:32][CH2:33][CH:27]2[CH2:28][CH:29]([N:34]2[C:38]4[CH:39]=[CH:40][CH:41]=[CH:42][C:37]=4[N:36]=[C:35]2[CH3:43])[CH2:30]3)([C:18]2[CH:23]=[CH:22][CH:21]=[CH:20][CH:19]=2)[CH2:14][CH2:13]1)[O:5][C:6]1C=CC=CC=1)#[N:2].C[O-].[Na+].[Na]>C1COCC1.CO>[C:1]([N:3]=[C:4]([N:12]1[CH2:13][CH2:14][C:15]([CH2:24][CH2:25][N:26]2[CH:31]3[CH2:32][CH2:33][CH:27]2[CH2:28][CH:29]([N:34]2[C:38]4[CH:39]=[CH:40][CH:41]=[CH:42][C:37]=4[N:36]=[C:35]2[CH3:43])[CH2:30]3)([C:18]2[CH:23]=[CH:22][CH:21]=[CH:20][CH:19]=2)[CH2:16][CH2:17]1)[O:5][CH3:6])#[N:2] |f:1.2,^1:46|. The solvent is CO (methanol), C1CCOC1 (THF), CO (methanol). The reactants are C1(=CC=CC=C1)N1C(=NN=C1)S (4-phenyl-3-mercapto-1,2,4-triazole), Cl (hydrochloric acid), ClCC(=O)[O-].[Na+] (sodium chloroacetate), [OH-].[Na+] (sodium hydroxide). Solvent: O (water), C(C)O (ethanol). Conditions: time 3 hour. Product: C(=O)(O)CSC1=NN=CN1C1=CC=CC=C1 (3-Carboxymethylthio-4-phenyl-1,2,4-triazole). Isolated yield 46.7%. As a reaction SMILES: [C:1]1([N:7]2[CH:11]=[N:10][N:9]=[C:8]2[SH:12])[CH:6]=[CH:5][CH:4]=[CH:3][CH:2]=1.Cl[CH2:14][C:15]([O-:17])=[O:16].[Na+].[OH-].[Na+].Cl>O.C(O)C>[C:15]([CH2:14][S:12][C:8]1[N:7]([C:1]2[CH:2]=[CH:3][CH:4]=[CH:5][CH:6]=2)[CH:11]=[N:10][N:9]=1)([OH:17])=[O:16] |f:1.2,3.4|. Reported procedure: Into 500 ml of ethanol were suspended 53 g (0.3 mol) of 4-phenyl-3-mercapto-1,2,4-triazole and 44.1 g (0.36 mol) of sodium chloroacetate. Thereto was added an aqueous solution prepared by dissolving 15.5 g (0.36 mol) of sodium hydroxide (purity, 93%) into 60 ml of water. This mixture was kept at 50° C. for 3 hours to-react the reactants. The reaction mixture was allowed to cool to room temperature, neutralized by dropwise adding 31 ml (0.36 mol) of concentrated hydrochloric acid, and then cooled... Starting materials: C(C)(=O)C1=C(NC(=C1C)C1=CC=NC=C1)C1=CC=C(C=C1)SC (3-acetyl-4-methyl-2-(4-methylthiophenyl)-5-(4-pyridyl)-1H-pyrrole), NaIO4, CO (methanol). The solvent is O (water). Run at time 15 hour. The product is C(C)(=O)C1=C(NC(=C1C)C1=CC=NC=C1)C1=CC=C(C=C1)S(=O)C (3-Acetyl-4-methyl-2-(4-methylsulfinylphenyl)-5-(4-pyridyl)-1H-pyrrole). As a reaction SMILES: [C:1]([C:4]1[C:8]([CH3:9])=[C:7]([C:10]2[CH:15]=[CH:14][N:13]=[CH:12][CH:11]=2)[NH:6][C:5]=1[C:16]1[CH:21]=[CH:20][C:19]([S:22][CH3:23])=[CH:18][CH:17]=1)(=[O:3])[CH3:2].C[OH:25]>O>[C:1]([C:4]1[C:8]([CH3:9])=[C:7]([C:10]2[CH:11]=[CH:12][N:13]=[CH:14][CH:15]=2)[NH:6][C:5]=1[C:16]1[CH:17]=[CH:18][C:19]([S:22]([CH3:23])=[O:25])=[CH:20][CH:21]=1)(=[O:3])[CH3:2]. Procedure: To a stirred solution of 3-acetyl-4-methyl-2-(4-methylthiophenyl)-5-(4-pyridyl)-1H-pyrrole (0.24 g, 0.74 mmol) in methanol (8 mL) was added a solution of NaIO4 (0.6 g) in water (16 mL) at room temperature. After stirring for 15 hours, the precipitates were collected by filtration. The filtrate was extracted with CH2Cl2—EtOH (10:1, 50 mL×2), dried over MgSO4, and concentrated ini vacuo. The solids were purified by flash chromatography eluting with CH2Cl2—EtOH (10:1) to provide the title compound ... Starting materials: C(CCCCCCCCCCC)C1=C(C=C(O)C=C1)O (4-dodecylresorcinol), N(=O)C1=C(C=C(O)C=C1)O (4-nitrosoresorcinol), ice water. Solvent: S(O)(O)(=O)=O (sulfuric acid). Reaction conditions: time 5 hour. Product: C(CCCCCCCCCCC)C1=CC2=NC3=CC=C(C=C3OC2=CC1=O)O (2-dodecyl-7-hydroxy-3H-phenoxazine-3-one). The yield is 47.9%. Reaction SMILES: [CH2:1]([C:13]1[CH:19]=[CH:18][C:16]([OH:17])=[CH:15][C:14]=1[OH:20])[CH2:2][CH2:3][CH2:4][CH2:5][CH2:6][CH2:7][CH2:8][CH2:9][CH2:10][CH2:11][CH3:12].[N:21]([C:23]1[CH:29]=[CH:28][C:26]([OH:27])=[CH:25][C:24]=1O)=O>S(=O)(=O)(O)O>[CH2:1]([C:13]1[C:14](=[O:20])[CH:15]=[C:16]2[C:18](=[N:21][C:23]3[C:29]([O:17]2)=[CH:28][C:26]([OH:27])=[CH:25][CH:24]=3)[CH:19]=1)[CH2:2][CH2:3][CH2:4][CH2:5][CH2:6][CH2:7][CH2:8][CH2:9][CH2:10][CH2:11][CH3:12]. Procedure: A solution of 4-dodecylresorcinol (8.5 g, 30.53 mmole) (Aldrich Chemical Company) and 4-nitrosoresorcinol (5.0 g, 35.9 mmole) (Aldrich) in concentrated sulfuric acid (100 mL) is heated to 67° C. with stirring for 5 hours. The reaction mixture is allowed to cool to room temperature, poured into ice-water (1800 mL) and filtered. The resulting precipitate is washed with water until the filtrate is neutral to pH paper. This precipitate is dissolved in chloroform and the combined aqueous filtrates ar... The reactants are C([O-])([O-])=O.[K+].[K+] (potassium carbonate), C(CC)OC([C@H](CC1=CC=C(C=C1)C=1C(N(C(N(C1C)C)=O)C)=O)NC(C1=C(C=C(C=C1Cl)O)Cl)=O)=O ((S)-2-(2,6-dichloro-4-hydroxy-benzoylamino)-3-[4-(1,3,6-trimethyl-2,4-dioxo-1,2,3,4-tetrahydropyrimidin-5-yl)phenyl]propionic acid propyl ester), C(C)(C)(C)OC(=O)NCCCBr (3-tert-butoxycarbonylaminopropyl bromide). Yields the product C(CC)OC([C@H](CC1=CC=C(C=C1)C=1C(N(C(N(C1C)C)=O)C)=O)NC(C1=C(C=C(C=C1Cl)OCCCNC(=O)OC(C)(C)C)Cl)=O)=O ((S)-2-[4-(3-tert-butoxycarbonylaminopropoxy)-2,6-dichlorobenzoylamino]-3-[4-(1,3,6-trimethyl-2,4-dioxo-1,2,3,4- tetrahydropyrimidin-5-yl)phenyl]propionic acid propyl ester), solid. Yield: 87.0%. Reaction SMILES: [CH2:1]([O:4][C:5](=[O:37])[C@@H:6]([NH:25][C:26](=[O:36])[C:27]1[C:32]([Cl:33])=[CH:31][C:30]([OH:34])=[CH:29][C:28]=1[Cl:35])[CH2:7][C:8]1[CH:13]=[CH:12][C:11]([C:14]2[C:15](=[O:24])[N:16]([CH3:23])[C:17](=[O:22])[N:18]([CH3:21])[C:19]=2[CH3:20])=[CH:10][CH:9]=1)[CH2:2][CH3:3].[C:38]([O:42][C:43]([NH:45][CH2:46][CH2:47][CH2:48]Br)=[O:44])([CH3:41])([CH3:40])[CH3:39].C(=O)([O-])[O-].[K+].[K+]>>[CH2:1]([O:4][C:5](=[O:37])[C@@H:6]([NH:25][C:26](=[O:36])[C:27]1[C:28]([Cl:35])=[CH:29][C:30]([O:34][CH2:48][CH2:47][CH2:46][NH:45][C:43]([O:42][C:38]([CH3:39])([CH3:41])[CH3:40])=[O:44])=[CH:31][C:32]=1[Cl:33])[CH2:7][C:8]1[CH:9]=[CH:10][C:11]([C:14]2[C:15](=[O:24])[N:16]([CH3:23])[C:17](=[O:22])[N:18]([CH3:21])[C:19]=2[CH3:20])=[CH:12][CH:13]=1)[CH2:2][CH3:3] |f:2.3.4|. Procedure details: The title compound was prepared using a similar procedure as described in Example 5, Step 5, starting from (S)-2-(2,6-dichloro-4-hydroxy-benzoylamino)-3-[4-(1,3,6-trimethyl-2,4-dioxo-1,2,3,4-tetrahydropyrimidin-5-yl)phenyl]propionic acid propyl ester (558 mg, 1.07 mmol), 3-tert-butoxycarbonylaminopropyl bromide (306 mg, 1.28 mmol), and potassium carbonate (445 mg, 3.22 mmol), and after ISCO column chromatography purification, resulted in a white solid (654 mg, 87%). ES(+)-HRMS m/e calcd. for C34...